From a dataset of the Open Reaction Database (ORD), a public repository of structured organic reaction records. describe an organic reaction: reactants, conditions, products, and yield Reported procedure: 3-Biphenyl-4-yl-(2S)-(5-bromo-2-hydroxy-benzoylamino)-propionic acid methyl ester (2.75 g, 35%) was prepared from (2S)-amino-3-biphenyl-4-yl-propionic acid methyl ester-hydrochloride (5.0 g, 17.2 mmol), 5-bromo-2-hydroxy-benzoic acid (3.7 g, 17.2 mmol) as described in general procedure A except for an adapted work-up. After reaction completion, the reaction mixture was poured onto 150 mL of 1N HCl and 150 mL of EtOAc. The organic layer was washed with 1N HCl, saturated sodium bicarbonate, dried ... Product: COC([C@H](CC1=CC=C(C=C1)C1=CC=CC=C1)NC(C1=C(C=CC(=C1)Br)O)=O)=O (3-Biphenyl-4-yl-(2S)-(5-bromo-2-hydroxy-benzoylamino)-propionic acid methyl ester). Reaction SMILES: Cl.[CH3:2][O:3][C:4](=[O:20])[C@@H:5]([NH2:19])[CH2:6][C:7]1[CH:12]=[CH:11][C:10]([C:13]2[CH:18]=[CH:17][CH:16]=[CH:15][CH:14]=2)=[CH:9][CH:8]=1.[Br:21][C:22]1[CH:23]=[CH:24][C:25]([OH:31])=[C:26]([CH:30]=1)[C:27](O)=[O:28].Cl>CCOC(C)=O>[CH3:2][O:3][C:4](=[O:20])[C@@H:5]([NH:19][C:27](=[O:28])[C:26]1[CH:30]=[C:22]([Br:21])[CH:23]=[CH:24][C:25]=1[OH:31])[CH2:6][C:7]1[CH:12]=[CH:11][C:10]([C:13]2[CH:18]=[CH:17][CH:16]=[CH:15][CH:14]=2)=[CH:9][CH:8]=1 |f:0.1|. Isolated yield 35.2%. Solvent: CCOC(=O)C (EtOAc). The reactants are Cl.COC([C@H](CC1=CC=C(C=C1)C1=CC=CC=C1)N)=O ((2S)-amino-3-biphenyl-4-yl-propionic acid methyl ester-hydrochloride), BrC=1C=CC(=C(C(=O)O)C1)O (5-bromo-2-hydroxy-benzoic acid), Cl (HCl). Starting materials: CC(C)(C)OC(=O)N(Cc1ccc2c(c1)OCCO2)C1CCNCC1, CC(=O)O[BH-](OC(C)=O)OC(C)=O, O=C([O-])O, CCOC(C)=O, CC(=O)O, ClCCl, [Na+], [Na+], O=CCn1c(=O)ccc2ccccc21, O. The product is CC(C)(C)OC(=O)N(Cc1ccc2c(c1)OCCO2)C1CCN(CCn2c(=O)ccc3ccccc32)CC1. As a reaction SMILES: [C:15]([CH3:16])([CH3:17])([CH3:18])[O:19][C:20]([N:21]([CH:22]1[CH2:23][CH2:24][NH:25][CH2:26][CH2:27]1)[CH2:28][c:29]1[cH:30][c:31]2[c:32]([cH:37][cH:38]1)[O:33][CH2:34][CH2:35][O:36]2)=[O:39].[C:40]([O:41][BH-:42]([O:43][C:44](=[O:45])[CH3:46])[O:47][C:48](=[O:49])[CH3:50])(=[O:51])[CH3:52].[C:54](=[O:55])([O-:56])[OH:57].[CH3:59][CH2:60][O:61][C:62](=[O:63])[CH3:64].[CH3:66][C:67](=[O:68])[OH:69].[Cl:70][CH2:71][Cl:72].[Na+:53].[Na+:58].[O:1]=[c:2]1[n:3]([CH2:12][CH:13]=[O:14])[c:4]2[cH:5][cH:6][cH:7][cH:8][c:9]2[cH:10][cH:11]1.[OH2:65]>>[O:1]=[c:2]1[n:3]([CH2:12][CH2:13][N:25]2[CH2:24][CH2:23][CH:22]([N:21]([C:20]([O:19][C:15]([CH3:16])([CH3:17])[CH3:18])=[O:39])[CH2:28][c:29]3[cH:30][c:31]4[c:32]([cH:37][cH:38]3)[O:33][CH2:34][CH2:35][O:36]4)[CH2:27][CH2:26]2)[c:4]2[cH:5][cH:6][cH:7][cH:8][c:9]2[cH:10][cH:11]1. The reactants are CNC(=O)c1cc(Oc2ccc3nc(SC)sc3c2Cl)ccn1, ClCCl, O=C(OO)c1cccc(Cl)c1. The product is CNC(=O)c1cc(Oc2ccc3nc(S(C)=O)sc3c2Cl)ccn1. Reaction SMILES: [Cl:1][c:2]1[c:3]([O:13][c:14]2[cH:15][c:16]([C:20](=[O:21])[NH:22][CH3:23])[n:17][cH:18][cH:19]2)[cH:4][cH:5][c:6]2[n:7][c:8]([S:11][CH3:12])[s:9][c:10]12.[Cl:35][CH2:36][Cl:37].[OH:24][O:25][C:26]([c:27]1[cH:28][c:29]([Cl:30])[cH:31][cH:32][cH:33]1)=[O:34]>>[Cl:1][c:2]1[c:3]([O:13][c:14]2[cH:15][c:16]([C:20](=[O:21])[NH:22][CH3:23])[n:17][cH:18][cH:19]2)[cH:4][cH:5][c:6]2[n:7][c:8]([S:11]([CH3:12])=[O:24])[s:9][c:10]12. Product: CN(C1CN(C1)C1=NC=C(C=C1C=1C=NC=C(C1)F)C(=O)NC1=CC=C(C=C1)OC(F)(F)F)C (2-(3-(Dimethylamino)azetidin-1-yl)-5′-fluoro-N-(4-(trifluoromethoxy)phenyl)-[3,3′-bipyridine]-5-carboxamide). The reactants are ClC1=NC=C(C=C1C=1C=NC=C(C1)F)C(=O)NC1=CC=C(C=C1)OC(F)(F)F (2-chloro-5′-fluoro-N-(4-(trifluoromethoxy)phenyl)-[3,3′-bipyridine]-5-carboxamide), CN(C1CNC1)C (N,N-dimethylazetidin-3-amine). RXN SMILES: Cl[C:2]1[C:7]([C:8]2[CH:9]=[N:10][CH:11]=[C:12]([F:14])[CH:13]=2)=[CH:6][C:5]([C:15]([NH:17][C:18]2[CH:23]=[CH:22][C:21]([O:24][C:25]([F:28])([F:27])[F:26])=[CH:20][CH:19]=2)=[O:16])=[CH:4][N:3]=1.[CH3:29][N:30]([CH3:35])[CH:31]1[CH2:34][NH:33][CH2:32]1>>[CH3:29][N:30]([CH3:35])[CH:31]1[CH2:34][N:33]([C:2]2[C:7]([C:8]3[CH:9]=[N:10][CH:11]=[C:12]([F:14])[CH:13]=3)=[CH:6][C:5]([C:15]([NH:17][C:18]3[CH:23]=[CH:22][C:21]([O:24][C:25]([F:27])([F:28])[F:26])=[CH:20][CH:19]=3)=[O:16])=[CH:4][N:3]=2)[CH2:32]1. Procedure details: The title compound was prepared in an analogous fashion to that described in Example 236 using 2-chloro-5′-fluoro-N-(4-(trifluoromethoxy)phenyl)-[3,3′-bipyridine]-5-carboxamide (Stage 236.1) and N,N-dimethylazetidin-3-amine. The crude product was purified by preparative HPLC (Condition 14). Fractions containing product were combined, treated with sat. aq. Na2CO3 and the MeCN was removed. The aq. phase was extracted with DCM and the combined organic layers were dried over Na2SO4, filtered and the... Starting materials: BrC1=COC2=C1C(=NC=C2)Cl (3-bromo-4-chloro-furo[3,2-c]pyridine), N (ammonia), resultant mixture, C(C)(=O)OCC (ethyl acetate). The solvent is O1CCOCC1 (dioxane), [Cl-].[Na+].O (brine). Conditions: temperature 150 celsius, time 5 day. The product is BrC1=COC2=C1C(=NC=C2)N (3-bromo-furo[3,2-c]pyridin-4-ylamine). RXN SMILES: [Br:1][C:2]1[C:6]2[C:7](Cl)=[N:8][CH:9]=[CH:10][C:5]=2[O:4][CH:3]=1.[NH3:12].C(OCC)(=O)C>O1CCOCC1.[Cl-].[Na+].O>[Br:1][C:2]1[C:6]2[C:7]([NH2:12])=[N:8][CH:9]=[CH:10][C:5]=2[O:4][CH:3]=1 |f:4.5.6|. Procedure: To the solution of 3-bromo-4-chloro-furo[3,2-c]pyridine (3.0 g) in 40 ml of dioxane was added 28% ammonia solution (15 ml) in an autoclave and put into the oil bath. The reaction mixture was allowed to heat up to 150° C. and stir for 5 days at 150° C. The resultant mixture was poured into ethyl acetate and brine. The organic phases was separated, dried over anhydrous sodium sulfate, filtered and concentrated in vacuo. The residue was purified by chromatography on a silica gel column to afford 3-... The reactants are O=C([O-])[O-], COC(=O)C(C)(C)Oc1cc(OC)c(O)cc1C, CC#N, [Cs+], [Cs+], CS(=O)(=O)OCCCC#Cc1ccc(OC(F)(F)F)cc1, [I-], [Na+]. Yields the product COC(=O)C(C)(C)Oc1cc(OC)c(OCCCC#Cc2ccc(OC(F)(F)F)cc2)cc1C. RXN SMILES: [C:42](=[O:43])([O-:44])[O-:45].[CH3:1][O:2][C:3]([C:4]([CH3:5])([CH3:6])[O:7][c:8]1[c:9]([CH3:17])[cH:10][c:11]([OH:16])[c:12]([O:14][CH3:15])[cH:13]1)=[O:18].[CH3:48][C:49]#[N:50].[Cs+:46].[Cs+:47].[F:19][C:20]([O:21][c:22]1[cH:23][cH:24][c:25]([C:28]#[C:29][CH2:30][CH2:31][CH2:32][O:33][S:34]([CH3:35])(=[O:36])=[O:37])[cH:26][cH:27]1)([F:38])[F:39].[I-:40].[Na+:41]>>[CH3:1][O:2][C:3]([C:4]([CH3:5])([CH3:6])[O:7][c:8]1[c:9]([CH3:17])[cH:10][c:11]([O:16][CH2:32][CH2:31][CH2:30][C:29]#[C:28][c:25]2[cH:24][cH:23][c:22]([O:21][C:20]([F:19])([F:38])[F:39])[cH:27][cH:26]2)[c:12]([O:14][CH3:15])[cH:13]1)=[O:18]. Starting materials: CC(=O)O, CCO, ClC(Cl)Cl, [Fe], O=[N+]([O-])c1cccnc1Nc1cccc(-c2ccc3ccccc3c2)c1. Product: Nc1cccnc1Nc1cccc(-c2ccc3ccccc3c2)c1. RXN SMILES: [CH3:27][C:28](=[O:29])[OH:30].[CH3:31][CH2:32][OH:33].[CH:34]([Cl:35])([Cl:36])[Cl:37].[Fe:38].[cH:1]1[c:2](-[c:11]2[cH:12][c:13]([NH:17][c:18]3[n:19][cH:20][cH:21][cH:22][c:23]3[N+:24]([O-:25])=[O:26])[cH:14][cH:15][cH:16]2)[cH:3][cH:4][c:5]2[cH:6][cH:7][cH:8][cH:9][c:10]12>>[cH:1]1[c:2](-[c:11]2[cH:12][c:13]([NH:17][c:18]3[n:19][cH:20][cH:21][cH:22][c:23]3[NH2:24])[cH:14][cH:15][cH:16]2)[cH:3][cH:4][c:5]2[cH:6][cH:7][cH:8][cH:9][c:10]12.